This data is from the Open Reaction Database (ORD), a public repository of structured organic reaction records. The task is: describe an organic reaction: reactants, conditions, products, and yield Reactants: CN(C(=O)C1CCCN1C(=O)OC(C)(C)C)C1CC1, ClCCl, O=C(O)C(F)(F)F. The product is CN(C(=O)C1CCCN1)C1CC1. Reaction SMILES: [C:1]([O:2][C:3](=[O:4])[N:8]1[CH:9]([C:13]([N:14]([CH3:15])[CH:16]2[CH2:17][CH2:18]2)=[O:19])[CH2:10][CH2:11][CH2:12]1)([CH3:5])([CH3:6])[CH3:7].[Cl:27][CH2:28][Cl:29].[F:20][C:21]([F:22])([F:23])[C:24]([OH:25])=[O:26]>>[NH:8]1[CH:9]([C:13]([N:14]([CH3:15])[CH:16]2[CH2:17][CH2:18]2)=[O:19])[CH2:10][CH2:11][CH2:12]1. Starting materials: Cl.ClC=1C=C(C=CC1Cl)C1(CN(CC1)C(C1=CC(=C(C(=C1)OC)OC)OC)=O)CCN1CCC(CC1)(C(=O)N)C1=CC=CC=C1 (1-[2-[3-(3,4-Dichloro-phenyl)-1-(3,4,5-trimethoxy-benzoyl)-pyrrolidin-3-yl]-ethyl]-4-phenyl-piperidine-4-carboxylic acid amide hydrochloride), CO (methanol). Run in CCCCC (pentane). Product: ClC=1C=C(C=CC1Cl)C1(CN(CC1)C(C1=CC(=C(C(=C1)OC)OC)OC)=O)CCN1CCC(CC1)(C(=O)N)C1=CC=CC=C1 ((-)-1-[2-[3-(3,4-dichloro-phenyl)-1-(3,4,5-trimethoxy-benzoyl)-pyrrolidin-3-yl]-ethyl]-4-phenyl-piperidine-4-carboxylic acid amide). Reaction SMILES: Cl.[Cl:2][C:3]1[CH:4]=[C:5]([C:10]2([CH2:29][CH2:30][N:31]3[CH2:36][CH2:35][C:34]([C:40]4[CH:45]=[CH:44][CH:43]=[CH:42][CH:41]=4)([C:37]([NH2:39])=[O:38])[CH2:33][CH2:32]3)[CH2:14][CH2:13][N:12]([C:15](=[O:28])[C:16]3[CH:21]=[C:20]([O:22][CH3:23])[C:19]([O:24][CH3:25])=[C:18]([O:26][CH3:27])[CH:17]=3)[CH2:11]2)[CH:6]=[CH:7][C:8]=1[Cl:9].CO>CCCCC>[Cl:2][C:3]1[CH:4]=[C:5]([C:10]2([CH2:29][CH2:30][N:31]3[CH2:36][CH2:35][C:34]([C:40]4[CH:45]=[CH:44][CH:43]=[CH:42][CH:41]=4)([C:37]([NH2:39])=[O:38])[CH2:33][CH2:32]3)[CH2:14][CH2:13][N:12]([C:15](=[O:28])[C:16]3[CH:21]=[C:20]([O:22][CH3:23])[C:19]([O:24][CH3:25])=[C:18]([O:26][CH3:27])[CH:17]=3)[CH2:11]2)[CH:6]=[CH:7][C:8]=1[Cl:9] |f:0.1|. Procedure: A racemic mixture of 1-[2-[3-(3,4-Dichloro-phenyl)-1-(3,4,5-trimethoxy-benzoyl)-pyrrolidin-3-yl]-ethyl]-4-phenyl-piperidine-4-carboxylic acid amide hydrochloride (120 mg, 0.18 mmol) was resolved into two enantiomers on a CHIRALPAK AD chiral HPLC column (25 cm×2 cm) using 15% methanol in pentane to give the title compound: Rt =10 minutes for (-)-1-[2-[3-(3,4-Dichloro-phenyl)-1-(3,4,5-trimethoxy-benzoyl)-pyrrolidin-3-yl]-ethyl]-4-phenyl-piperidine-4-carboxylic acid amide. Starting materials: C(C)(C)[N-]C(C)C.[Li+] (lithium diisopropylamide), C(C)(C)[N-]C(C)C.[Li+] (Lithium diisopropylamide), BrC1=CC(=NC=C1)C (4-bromo-2-methylpyridine), C(OCC)(OCC)=O (diethyl carbonate). Solvent: O1CCCC1 (tetrahydrofuran). Conditions: temperature -70 celsius, time 1 hour. Yields the product C(C)OC(CC1=NC=CC(=C1)Br)=O ((4-bromo-pyridin-2-yl)-acetic acid ethyl ester). RXN SMILES: C([N-]C(C)C)(C)C.[Li+].[Br:9][C:10]1[CH:15]=[CH:14][N:13]=[C:12]([CH3:16])[CH:11]=1.[C:17](=O)([O:21]CC)[O:18][CH2:19][CH3:20]>O1CCCC1>[CH2:19]([O:18][C:17](=[O:21])[CH2:16][C:12]1[CH:11]=[C:10]([Br:9])[CH:15]=[CH:14][N:13]=1)[CH3:20] |f:0.1|. Procedure details: Lithium diisopropylamide (2 mol/L in tetrahydrofuran/heptane/ethylbenzene, 3.00 mL) was added to a solution of 4-bromo-2-methylpyridine (2.00 g) and diethyl carbonate (1.8 mL) in tetrahydrofuran (30 mL) cooled to −70° C. The solution was stirred for 1 h prior to the addition of another portion of lithium diisopropylamide (2 mol/L in tetrahydrofuran/heptane/ethylbenzene, 3.00 mL). Stirring was continued at −70° C. for one more hour and then the reaction was quenched by the addition of water. The ... The reactants are C(C)OC(=O)N[C@@](CC1=CC=CC=C1)(C(=O)N1[C@H](C(=O)N[C@@H](CCCNC(N)=N)C=O)CCC1)CCC.Cl (EtOCO-Phe(αn-Pr)-Pro-Arg-H·HCl), C(C)OC(=O)N[C@@](CC1=CC=CC=C1)(C(=O)N1[C@H](C(=O)OCC2=CC=CC=C2)CCC1)CCC (EtOCO-Phe(αn-Pr)-Pro-OBzl). The product is Cl.C(C)OC(=O)N[C@@H](CC1=CC=CC=C1)C(=O)[C@@]1(N(CCC1)CCC)C(=O)N[C@@H](CCCNC(N)=N)C=O (N-Ethoxycarbonylphenylalanyl(αn-propyl)-L-prolinyl-L-arginine Aldehyde Hydrochloride). Reaction SMILES: C(OC(N[C@:7]([CH2:35]CC)([C:15]([N:17]1[CH2:34][CH2:33][CH2:32][C@H:18]1[C:19]([NH:21][C@H:22]([CH:30]=[O:31])[CH2:23][CH2:24][CH2:25][NH:26][C:27](=[NH:29])[NH2:28])=[O:20])=O)CC1C=CC=CC=1)=O)C.[ClH:38].[CH2:39]([O:41][C:42]([NH:44][C@:45](CCC)([C:53](N1CCC[C@H]1C(OCC1C=CC=CC=1)=O)=[O:54])[CH2:46][C:47]1[CH:52]=[CH:51][CH:50]=[CH:49][CH:48]=1)=[O:43])[CH3:40]>>[ClH:38].[CH2:39]([O:41][C:42]([NH:44][C@H:45]([C:53]([C@@:18]1([C:19]([NH:21][C@H:22]([CH:30]=[O:31])[CH2:23][CH2:24][CH2:25][NH:26][C:27](=[NH:29])[NH2:28])=[O:20])[CH2:32][CH2:33][CH2:34][N:17]1[CH2:15][CH2:7][CH3:35])=[O:54])[CH2:46][C:47]1[CH:52]=[CH:51][CH:50]=[CH:49][CH:48]=1)=[O:43])[CH3:40] |f:0.1,3.4|. Procedure: By methods substantially equivalent to those described in Example 15, 0.34 g of EtOCO-Phe(αn-Pr)-Pro-Arg-H·HCl was prepared from EtOCO-Phe(αn-Pr)-Pro-OBzl (TLC Rf =0.67, 50% ethyl acetate:hexanes). EtOCO-Phe(αn-Pr)-Pro-Arg-H·HCl was purified by RPHPLC (98/2 (A/B), 60 min; to 80/20 (A/B), 300 min). Starting materials: [OH-].[Na+] (NaOH), [OH-].[Na+] (NaOH), COC(=O)C=1C=C(C=C(C1)C(NCCC)=O)C1=CC=CC=C1 (5-Propylcarbamoyl-biphenyl-3-carboxylic acid methyl ester). The reagents and catalysts are Cl (HCl). Run in O (water), CO (MeOH), CO (MeOH), CC(=O)C (acetone). Run at time 72 hour. Yields the product C(CC)NC(=O)C=1C=C(C=C(C1)C1=CC=CC=C1)C(=O)O (5-Propylcarbamoyl-biphenyl-3-carboxylic acid). As a reaction SMILES: [OH-].[Na+].C[O:4][C:5]([C:7]1[CH:8]=[C:9]([C:19]2[CH:24]=[CH:23][CH:22]=[CH:21][CH:20]=2)[CH:10]=[C:11]([C:13](=[O:18])[NH:14][CH2:15][CH2:16][CH3:17])[CH:12]=1)=[O:6]>CO.CC(C)=O.O.Cl>[CH2:15]([NH:14][C:13]([C:11]1[CH:12]=[C:7]([C:5]([OH:6])=[O:4])[CH:8]=[C:9]([C:19]2[CH:24]=[CH:23][CH:22]=[CH:21][CH:20]=2)[CH:10]=1)=[O:18])[CH2:16][CH3:17] |f:0.1|. Procedure details: A solution of NaOH (44 mg, 1.1 mmol) in 372 μL of MeOH was added to a solution of 68D (284 mg, 0.96 mmol) in 1.8 mL of acetone. The reaction was stirred at room temperature for 16 hrs after which time 10 mg of NaOH and 200 μL of MeOH were added. The reaction was stirred for 72 hrs. The reaction mixture was then concentrated in vacuo and the residue obtained was dissolved in water and a few drops of concentrated HCl were added till pH ˜1. An off-white solid appeared. It was collected by filtratio...